From a dataset of the Open Reaction Database (ORD), a public repository of structured organic reaction records. describe an organic reaction: reactants, conditions, products, and yield The reactants are O=C([O-])[O-], CC(C)CBr, CN(C)C=O, Clc1nc(N2CCOCC2)c2nc[nH]c2n1, [K+], [K+]. Product: CC(C)Cn1cnc2c(N3CCOCC3)nc(Cl)nc21. As a reaction SMILES: [C:6](=[O:7])([O-:8])[O-:9].[CH2:1]([CH:2]([CH3:3])[CH3:4])[Br:5].[CH3:28][N:29]([CH3:30])[CH:31]=[O:32].[Cl:12][c:13]1[n:14][c:15]([N:22]2[CH2:23][CH2:24][O:25][CH2:26][CH2:27]2)[c:16]2[n:17][cH:18][nH:19][c:20]2[n:21]1.[K+:10].[K+:11]>>[CH2:1]([CH:2]([CH3:3])[CH3:4])[n:19]1[cH:18][n:17][c:16]2[c:15]([N:22]3[CH2:23][CH2:24][O:25][CH2:26][CH2:27]3)[n:14][c:13]([Cl:12])[n:21][c:20]21. Reactants: IC=1C=CC=2N(C1)C(=C(N2)C(=O)OCC)C (ethyl 6-iodo-3-methylimidazo[1,2-a]pyridine-2-carboxylate), O.NN (hydrazine hydrate). Run in CCO (EtOH). Reaction conditions: temperature 80 celsius. Product: IC=1C=CC=2N(C1)C(=C(N2)C(=O)NN)C (6-Iodo-3-methylimidazo[1,2-a]pyridine-2-carbohydrazide). As a reaction SMILES: [I:1][C:2]1[CH:3]=[CH:4][C:5]2[N:6]([C:8]([CH3:16])=[C:9]([C:11](OCC)=[O:12])[N:10]=2)[CH:7]=1.O.[NH2:18][NH2:19]>CCO>[I:1][C:2]1[CH:3]=[CH:4][C:5]2[N:6]([C:8]([CH3:16])=[C:9]([C:11]([NH:18][NH2:19])=[O:12])[N:10]=2)[CH:7]=1 |f:1.2|. Procedure details: To a stirred solution of ethyl 6-iodo-3-methylimidazo[1,2-a]pyridine-2-carboxylate (250 mg) in EtOH (5 ml) was added hydrazine hydrate (0.14 ml) at room temperature. The reaction vessel was sealed and heated at 80° C. for 16 h. The mixture was then cooled to room temperature, and the reaction mixture was concentrated in vacuo. The residue was washed with EtOAc to give the title compound (200 mg) as a light yellow solid.